Dataset: the Open Reaction Database (ORD), a public repository of structured organic reaction records. Task: describe an organic reaction: reactants, conditions, products, and yield Procedure: A suspension of 1-(4-nitrophenyl)piperidine-4-carboxylic acid (0.76 g, 3.0 mmol) in dichloromethane (15 mL) is cooled to 0° C. in an ice-water bath. Carbonyldiimidazole (0.59 g, 3.6 mmol) is added and the mixture is allowed to warm to room temperature. An additional volume of dichloromethane (10 mL) is added and the mixture continued to stir for 30 minutes before the addition of N,O-dimethylhydroxylamine hydrochloride (0.73 g, 7.5 mmol). After stirring overnight, the reaction mixture is filtered... Reaction SMILES: [N+:1]([C:4]1[CH:9]=[CH:8][C:7]([N:10]2[CH2:15][CH2:14][CH:13]([C:16]([OH:18])=O)[CH2:12][CH2:11]2)=[CH:6][CH:5]=1)([O-:3])=[O:2].C(N1C=CN=C1)(N1C=CN=C1)=O.Cl.[CH3:32][NH:33][O:34][CH3:35]>ClCCl>[CH3:35][O:34][N:33]([CH3:32])[C:16]([CH:13]1[CH2:12][CH2:11][N:10]([C:7]2[CH:6]=[CH:5][C:4]([N+:1]([O-:3])=[O:2])=[CH:9][CH:8]=2)[CH2:15][CH2:14]1)=[O:18] |f:2.3|. Isolated yield 95.5%. Solvent: ClCCl (dichloromethane), ClCCl (dichloromethane). Run at temperature 0 celsius, time 8 hour. Starting materials: C(=O)(N1C=NC=C1)N1C=NC=C1 (Carbonyldiimidazole), [N+](=O)([O-])C1=CC=C(C=C1)N1CCC(CC1)C(=O)O (1-(4-nitrophenyl)piperidine-4-carboxylic acid), Cl.CNOC (N,O-dimethylhydroxylamine hydrochloride). The product is CON(C(=O)C1CCN(CC1)C1=CC=C(C=C1)[N+](=O)[O-])C (1-(4-nitro-phenyl)-piperidine-4-carboxylic acid methoxy-methyl-amide). Reactants: B(C1=C(F)C(F)=C(F)C(F)=C1F)(C1=C(F)C(F)=C(F)C(F)=C1F)C1=C(F)C(F)=C(F)C(F)=C1F.O.O.O ((C6F5)3B.3H2O), B(C1=C(F)C(F)=C(F)C(F)=C1F)(C1=C(F)C(F)=C(F)C(F)=C1F)C1=C(F)C(F)=C(F)C(F)=C1F ((C6F5)3B). Run in ClCCl (dichloromethane). Conditions: time 15 minute. Yields the product B(C1=C(F)C(F)=C(F)C(F)=C1F)(C1=C(F)C(F)=C(F)C(F)=C1F)C1=C(F)C(F)=C(F)C(F)=C1F.O ((C6F5)3B.H2O). Reaction SMILES: [B:1]([C:24]1[C:33]([F:34])=[C:31]([F:32])[C:29]([F:30])=[C:27]([F:28])[C:25]=1[F:26])([C:13]1[C:22]([F:23])=[C:20]([F:21])[C:18]([F:19])=[C:16]([F:17])[C:14]=1[F:15])[C:2]1[C:11]([F:12])=[C:9]([F:10])[C:7]([F:8])=[C:5]([F:6])[C:3]=1[F:4].[OH2:35].O.O.B(C1C(F)=C(F)C(F)=C(F)C=1F)(C1C(F)=C(F)C(F)=C(F)C=1F)C1C(F)=C(F)C(F)=C(F)C=1F>ClCCl>[B:1]([C:13]1[C:22]([F:23])=[C:20]([F:21])[C:18]([F:19])=[C:16]([F:17])[C:14]=1[F:15])([C:24]1[C:33]([F:34])=[C:31]([F:32])[C:29]([F:30])=[C:27]([F:28])[C:25]=1[F:26])[C:2]1[C:3]([F:4])=[C:5]([F:6])[C:7]([F:8])=[C:9]([F:10])[C:11]=1[F:12].[OH2:35] |f:0.1.2.3,6.7|. Procedure: A mixture of 0.566 gram (1 mmol) (C6F5)3B.3H2O as prepared in Example 1 and 1.024 grams (2 mmol) (C6F5)3B in 10 mL dichloromethane was stirred for 15 minutes and then evaporated to dryness under vacuum. A quantitative yield of the product remained and was stored under dry nitrogen. Procedure: To a solution of dicyclopropylmethanimine perchlorate (0.200 g, 0.954 mmol) in 1.0 ml of dimethyl sulfoxide was added 0.0510 g (0.0954 mmol) of ammonium chloride. The mixture was heated with stirring at 100° C. for 3 hours. The solvent was distilled out in vacuo and isobutyl alcohol was added to the residue. Precipitated crystals was obtained and recrystallized from ethanol to afford 0.16 g (Yield: 82%) of the desired compound. The yield is 80.0%. Yields the product Cl(=O)(=O)(=O)[O-].[N+]1=2CCCC2CCC1 (1-Azoniabicyclo[3.3.0]oct-1(5)-ene perchlorate). Run at temperature 100 celsius, time 3 hour. Starting materials: Cl(=O)(=O)(=O)O.C1(CC1)C(=N)C1CC1 (dicyclopropylmethanimine perchlorate), [Cl-].[NH4+] (ammonium chloride). Reaction SMILES: [Cl:1]([OH:5])(=[O:4])(=[O:3])=[O:2].[CH:6]1([C:9]([CH:11]2[CH2:13][CH2:12]2)=[NH:10])[CH2:8][CH2:7]1.[Cl-].[NH4+]>CS(C)=O>[Cl:1]([O-:5])(=[O:4])(=[O:3])=[O:2].[N+:10]12[CH2:13][CH2:12][CH2:11][C:9]=1[CH2:6][CH2:7][CH2:8]2 |f:0.1,2.3,5.6|. Solvent: CS(=O)C (dimethyl sulfoxide).